This data is from the Open Reaction Database (ORD), a public repository of structured organic reaction records. The task is: describe an organic reaction: reactants, conditions, products, and yield The reactants are O=[N+]([O-])c1cc(Br)cnc1Nc1cccc(-c2cccnc2)c1, CO, [Cl-], [NH4+]. Product: Nc1cc(Br)cnc1Nc1cccc(-c2cccnc2)c1. Reaction SMILES: [Br:1][c:2]1[cH:3][c:4]([N+:21]([O-:22])=[O:23])[c:5]([NH:8][c:9]2[cH:10][c:11](-[c:15]3[cH:16][n:17][cH:18][cH:19][cH:20]3)[cH:12][cH:13][cH:14]2)[n:6][cH:7]1.[CH3:26][OH:27].[Cl-:24].[NH4+:25]>>[Br:1][c:2]1[cH:3][c:4]([NH2:21])[c:5]([NH:8][c:9]2[cH:10][c:11](-[c:15]3[cH:16][n:17][cH:18][cH:19][cH:20]3)[cH:12][cH:13][cH:14]2)[n:6][cH:7]1. Reactants: NC1=NC=CC(=N1)N1C(NC2=C1C=C(C=C2)Br)=O (1-(2-aminopyrimidin-4-yl)-6-bromo-2,3-dihydro-1H-1,3-benzodiazol-2-one), C (charcoal), S1C(=NC=C1)C(C)(C#C)O (2-(1,3-thiazol-2-yl)but-3-yn-2-ol), N1CCCCC1 (piperidine). Reagents/catalysts: C=1C=CC(=CC1)[P](C=2C=CC=CC2)(C=3C=CC=CC3)[Pd]([P](C=4C=CC=CC4)(C=5C=CC=CC5)C=6C=CC=CC6)([P](C=7C=CC=CC7)(C=8C=CC=CC8)C=9C=CC=CC9)[P](C=1C=CC=CC1)(C=1C=CC=CC1)C=1C=CC=CC1 (tetrakis(triphenylphosphine)palladium), [Cu]I (copper(I) iodide). Solvent: CCOC(=O)C (EtOAc). Reaction conditions: time 20 minute. Product: NC1=NC=CC(=N1)N1C(NC2=C1C=C(C=C2)C#CC(C)(C=2SC=CN2)O)=O (1-(2-aminopyrimidin-4-yl)-6-[3-hydroxy-3-(1,3-thiazol-2-yl)but-1-yn-1-yl]-2,3-dihydro-1H-1,3-benzodiazol-2-one). RXN SMILES: [NH2:1][C:2]1[N:7]=[C:6]([N:8]2[C:12]3[CH:13]=[C:14](Br)[CH:15]=[CH:16][C:11]=3[NH:10][C:9]2=[O:18])[CH:5]=[CH:4][N:3]=1.C.[S:20]1[CH:24]=[CH:23][N:22]=[C:21]1[C:25]([OH:29])([C:27]#[CH:28])[CH3:26].N1CCCCC1>CCOC(C)=O.C1C=CC([P]([Pd]([P](C2C=CC=CC=2)(C2C=CC=CC=2)C2C=CC=CC=2)([P](C2C=CC=CC=2)(C2C=CC=CC=2)C2C=CC=CC=2)[P](C2C=CC=CC=2)(C2C=CC=CC=2)C2C=CC=CC=2)(C2C=CC=CC=2)C2C=CC=CC=2)=CC=1.[Cu]I>[NH2:1][C:2]1[N:7]=[C:6]([N:8]2[C:12]3[CH:13]=[C:14]([C:28]#[C:27][C:25]([OH:29])([C:21]4[S:20][CH:24]=[CH:23][N:22]=4)[CH3:26])[CH:15]=[CH:16][C:11]=3[NH:10][C:9]2=[O:18])[CH:5]=[CH:4][N:3]=1 |^1:45,47,66,85|. Procedure details: To a solution of 1-(2-aminopyrimidin-4-yl)-6-bromo-2,3-dihydro-1H-1,3-benzodiazol-2-one (230 mg, 0.751 mmol) in EtOAc was added charcoal (5 mol %). The mixture was stirred at RT for 20 min then filtered and concentrated in vacuo. To the residue in a sealed tube was added 2-(1,3-thiazol-2-yl)but-3-yn-2-ol (230 mg, 1.50 mmol), piperidine (2 mL), tetrakis(triphenylphosphine)palladium (43.4 mg, 0.038 mmol) and copper(I) iodide (14.3 mg, 0.075 mmol). The reaction mixture was then heated at 75° C. for... Reactants: Cc1ccc(S(=O)(=O)OCCC2COC2)cc1, CC1(CSC#N)COC1, CCO, [K+], N#C[S-]. The product is N#CSCCC1COC1. Reaction SMILES: [CH3:10][c:11]1[cH:12][cH:13][c:14]([S:15]([O:16][CH2:21][CH2:22][CH:23]2[CH2:24][O:25][CH2:26]2)(=[O:17])=[O:18])[cH:19][cH:20]1.[CH3:1][C:2]1([CH2:3][S:7][C:8]#[N:9])[CH2:4][O:5][CH2:6]1.[CH3:31][CH2:32][OH:33].[K+:30].[S-:27][C:28]#[N:29]>>[S:7]([C:8]#[N:9])[CH2:21][CH2:22][CH:23]1[CH2:24][O:25][CH2:26]1. The reactants are OC1=CC=2C(C3=CC=CC=C3SC2C=C1)=O (2-hydroxy-9H-thioxanthen-9-one), N1=CC=CC=C1 (pyridine), ClCCC(=O)Cl (3-chloropropionyl chloride). The solvent is CC(=O)C (acetone). The product is O=C1C2=CC=CC=C2SC=2C=CC(=CC12)OC(CCCl)=O (3-chloro-propionic acid 9-oxo-9H-thioxanthen-2-yl ester). RXN SMILES: [OH:1][C:2]1[CH:15]=[CH:14][C:13]2[S:12][C:11]3[C:6](=[CH:7][CH:8]=[CH:9][CH:10]=3)[C:5](=[O:16])[C:4]=2[CH:3]=1.N1C=CC=CC=1.[Cl:23][CH2:24][CH2:25][C:26](Cl)=[O:27]>CC(C)=O>[O:16]=[C:5]1[C:4]2[CH:3]=[C:2]([O:1][C:26](=[O:27])[CH2:25][CH2:24][Cl:23])[CH:15]=[CH:14][C:13]=2[S:12][C:11]2[C:6]1=[CH:7][CH:8]=[CH:9][CH:10]=2. Procedure details: 5 g (22 mmol) of 2-hydroxy-9H-thioxanthen-9-one was dissolved in 200 ml refluxing acetone. 3.6 ml (3.5 g, 44 mmol) pyridine was added, followed by the addition of 5.6 g (44 mmol) 3-chloropropionyl chloride. The mixture was refluxed for 5 hours. The solvent was removed under reduced pressure, after cooling down to room temperature and the residue was dissolved in 200 ml methylene chloride. The methylene chloride was extracted with 150 ml of a 1 M Na2CO3 solution and 150 ml of a 0.1 N hydrochloric... Reactants: O=O (oxygen), enolate, C(C)OP(OCC)OCC (triethylphosphite), O=O (oxygen), C1OC2(CC(CC3=C(C=CC(=C23)OC)OC)C(=O)OC)OC1 (methyl rac-4,4-ethylenedioxy-1,2,3,4-tetrahydro-5,8-dimethoxynaphthalene-2-carboxylate). The solvent is CCOCC (ether), O1CCCC1 (tetrahydrofuran), O1CCCC1 (tetrahydrofuran). Conditions: time 20 minute. The product is lithium enolate, C1OC2(CC(CC3=C(C=CC(=C23)OC)OC)C(=O)OC)OC1 (methyl rac-4,4-ethylenedioxy-1,2,3,4-tetrahydro-5,8-dimethoxy-naphthalene-2-carboxylate), C1OC2(CC(CC3=C(C=CC(=C23)OC)OC)(C(=O)OC)O)OC1 (methyl rac-4,4-ethylenedioxy-1,2,3,4-tetrahydro-2-hydroxy-5,8-dimethoxynaphthalene-2-carboxylate). The yield is 66.0%. As a reaction SMILES: [CH2:1]1[CH2:22][O:21][C:3]2([C:12]3[C:7](=[C:8]([O:15][CH3:16])[CH:9]=[CH:10][C:11]=3[O:13][CH3:14])[CH2:6][CH:5]([C:17]([O:19][CH3:20])=[O:18])[CH2:4]2)[O:2]1.C([O:25]P(OCC)OCC)C.O=O>O1CCCC1.CCOCC>[CH2:22]1[CH2:1][O:2][C:3]2([C:12]3[C:7](=[C:8]([O:15][CH3:16])[CH:9]=[CH:10][C:11]=3[O:13][CH3:14])[CH2:6][CH:5]([C:17]([O:19][CH3:20])=[O:18])[CH2:4]2)[O:21]1.[CH2:22]1[CH2:1][O:2][C:3]2([C:12]3[C:7](=[C:8]([O:15][CH3:16])[CH:9]=[CH:10][C:11]=3[O:13][CH3:14])[CH2:6][C:5]([OH:25])([C:17]([O:19][CH3:20])=[O:18])[CH2:4]2)[O:21]1. Procedure details: (ii)(b) A solution of the lithium enolate of methyl rac-4,4-ethylenedioxy-1,2,3,4-tetrahydro-5,8-dimethoxy-naphthalene-2-carboxylate was prepared in tetrahydrofuran as described in part (ii)(a) hereinbefore from 9.84 g of methyl rac-4,4-ethylenedioxy-1,2,3,4-tetrahydro-5,8-dimethoxynaphthalene-2-carboxylate. The enolate was added over a period of 5 minutes at -78° C. to a stirred solution of 11.2 ml of dry triethylphosphite in 60 ml of tetrahydrofuran through which a rapid stream of oxygen was p...